describe an organic reaction: reactants, conditions, products, and yield From a dataset of the Open Reaction Database (ORD), a public repository of structured organic reaction records. Yields the product N1=C2C(=CC=C1)CC1=C(O2)C=CC(=C1)CC(C)=O (5H-[1]benzopyrano[2,3-b]pyridin-7-yl-acetone). RXN SMILES: [N:1]1[CH:6]=[CH:5][CH:4]=[C:3]2[CH2:7][C:8]3[CH:14]=[C:13]([CH:15](C#N)[C:16]([CH3:18])=[O:17])[CH:12]=[CH:11][C:9]=3[O:10][C:2]=12.N1C=CC=C2CC3C=C(CC#N)C=CC=3OC=12.S(=O)(=O)(O)O.[OH-].[Na+]>O.C(OCC)(=O)C>[N:1]1[CH:6]=[CH:5][CH:4]=[C:3]2[CH2:7][C:8]3[CH:14]=[C:13]([CH2:15][C:16](=[O:17])[CH3:18])[CH:12]=[CH:11][C:9]=3[O:10][C:2]=12 |f:3.4|. Run in O (water), C(C)(=O)OCC (ethyl acetate). Procedure details: 1-(5H-[1]benzopyrano[2,3-b]pyridin-7-yl)-1-cyano-acetone prepared from 33 g of 5H-[1]benzopyrano[2,3-b]pyridin-7-yl-acetonitrile and 75 ml of ethyl acetate is added in small portions to 75 ml of concentrated sulfuric acid with stirring, while the temperature is maintained at below 20°C by cooling with ice. 225 ml of water is added at a stretch to the mixture, and the whole mixture is stirred under reflux for 5 hours. The reaction mixture is ice-cooled and strongly alkalified by adding 30% sodium... The reactants are [OH-].[Na+] (sodium hydroxide), N1=C2C(=CC=C1)CC1=C(O2)C=CC(=C1)C(C(=O)C)C#N (1-(5H-[1]benzopyrano[2,3-b]pyridin-7-yl)-1-cyano-acetone), N1=C2C(=CC=C1)CC1=C(O2)C=CC(=C1)CC#N (5H-[1]benzopyrano[2,3-b]pyridin-7-yl-acetonitrile), S(O)(O)(=O)=O (sulfuric acid).